Dataset: the Open Reaction Database (ORD), a public repository of structured organic reaction records. Task: describe an organic reaction: reactants, conditions, products, and yield Starting materials: ClCCCS(=O)(=O)NCC(CSCCCCCCCCCCCCCCCC)N1N=NN=C1C (3-(3-Chloropropylsulfonylamino)-1-hexadecylthio-2-(5-methyl-1H-tetrazol-1-yl)propane), C(CCCCCCCCCCCCCCC)SCC(CNS(=O)(=O)CCCI)OC (1-hexadecylthio-3-(3-iodopropylsulfonylamino)-2-methoxypropane). The product is C(CCCCCCCCCCCCCCC)SCC(CNS(=O)(=O)CCCI)N1N=NN=C1C (1-hexadecylthio-3-(3-iodopropylsulfonylamino)-2-(5-methyl-1H-tetrazol-1-yl)propane). As a reaction SMILES: Cl[CH2:2][CH2:3][CH2:4][S:5]([NH:8][CH2:9][CH:10]([N:29]1[C:33]([CH3:34])=[N:32][N:31]=[N:30]1)[CH2:11][S:12][CH2:13][CH2:14][CH2:15][CH2:16][CH2:17][CH2:18][CH2:19][CH2:20][CH2:21][CH2:22][CH2:23][CH2:24][CH2:25][CH2:26][CH2:27][CH3:28])(=[O:7])=[O:6].C(SCC(OC)CNS(CCC[I:62])(=O)=O)CCCCCCCCCCCCCCC>>[CH2:13]([S:12][CH2:11][CH:10]([N:29]1[C:33]([CH3:34])=[N:32][N:31]=[N:30]1)[CH2:9][NH:8][S:5]([CH2:4][CH2:3][CH2:2][I:62])(=[O:7])=[O:6])[CH2:14][CH2:15][CH2:16][CH2:17][CH2:18][CH2:19][CH2:20][CH2:21][CH2:22][CH2:23][CH2:24][CH2:25][CH2:26][CH2:27][CH3:28]. Procedure details: 3-(3-Chloropropylsulfonylamino)-1-hexadecylthio-2-(5-methyl-1H-tetrazol-1-yl)propane IIIi1 is allowed to react and worked up by the same procedure as described in (5). m.p. 63.5°-65.5° C. The summary of the experimental condition and the physical data of the product are listed in Table 8. Starting materials: NC1=C2N=C(N(C2=NC(=N1)S)CC1=CC=CC=C1)O (6-amino-9-benzyl-8-hydroxy-2-mercaptopurine), C([O-])([O-])=O.[K+].[K+] (potassium carbonate), BrCCO (2-bromoethanol). Solvent: CN(C=O)C (dimethylformamide). Run at time 5 hour. Yields the product NC1=C2N=C(N(C2=NC(=N1)SCCO)CC1=CC=CC=C1)O (6-Amino-9-benzyl-8-hydroxy-2-[(2-hydroxyethyl)thio]purine). Yield: 46.3%. RXN SMILES: [NH2:1][C:2]1[N:10]=[C:9]([SH:11])[N:8]=[C:7]2[C:3]=1[N:4]=[C:5]([OH:19])[N:6]2[CH2:12][C:13]1[CH:18]=[CH:17][CH:16]=[CH:15][CH:14]=1.C(=O)([O-])[O-].[K+].[K+].Br[CH2:27][CH2:28][OH:29]>CN(C)C=O>[NH2:1][C:2]1[N:10]=[C:9]([S:11][CH2:27][CH2:28][OH:29])[N:8]=[C:7]2[C:3]=1[N:4]=[C:5]([OH:19])[N:6]2[CH2:12][C:13]1[CH:18]=[CH:17][CH:16]=[CH:15][CH:14]=1 |f:1.2.3|. Reported procedure: Crude 6-amino-9-benzyl-8-hydroxy-2-mercaptopurine (134 mg, 0.49 mmol) was suspended in dimethylformamide (65 ml). To the suspension were added potassium carbonate (100 mg, 0.72 mmol) and 2-bromoethanol (0.052 ml, 0.73 mmol) in order. The mixture was stirred at room temperature for 5 hours. The solvent was removed in vacuo, and the residue was purified by silica gel chromatography (2% methanol/chloroform) to give the subject compound (72 mg, yield 46%). Reactants: CC=1N(C(=CC1)C)C1=NC=C(C=C1)C1OC1 (2-(2,5-dimethylpyrrol-1-yl)-5-oxiranylpyridine), N[C@H](CO)C ((S)-(+)-2-amino-1-propanol), C(CC)=O (propionaldehyde), C(C)(=O)O (acetic acid), C(C)(=O)O[BH-](OC(C)=O)OC(C)=O.[Na+] (Sodium triacetoxyborohydride), amine. Run in C1(=CC=CC=C1)C (toluene), O (water), C(Cl)Cl (DCM). Run at time 1 hour. The product is CC=1N(C(=CC1)C)C1=CC=C(C=N1)C(CN([C@H](CO)C)CCC)O ((2S)-2-[{(RS)-2-[6-(2,5-dimethyl-1H-pyrrol-1-yl)pyridin-3-yl]-2-hydroxyethyl}propylamino]propan-1-ol). Yield: 89.0%. As a reaction SMILES: [CH3:1][C:2]1[N:3]([C:8]2[CH:13]=[CH:12][C:11]([CH:14]3[CH2:16][O:15]3)=[CH:10][N:9]=2)[C:4]([CH3:7])=[CH:5][CH:6]=1.[NH2:17][C@@H:18]([CH3:21])[CH2:19][OH:20].C(O[BH-](OC(=O)C)OC(=O)C)(=O)C.[Na+].[CH:36](=O)[CH2:37][CH3:38].C(O)(=O)C>C1(C)C=CC=CC=1.O.C(Cl)Cl>[CH3:1][C:2]1[N:3]([C:8]2[N:9]=[CH:10][C:11]([CH:14]([OH:15])[CH2:16][N:17]([CH2:36][CH2:37][CH3:38])[C@@H:18]([CH3:21])[CH2:19][OH:20])=[CH:12][CH:13]=2)[C:4]([CH3:7])=[CH:5][CH:6]=1 |f:2.3|. Reported procedure: A mixture of 2-(2,5-dimethylpyrrol-1-yl)-5-oxiranylpyridine (0.65 Kg, 3.04 mol), (S)-(+)-2-amino-1-propanol (0.30 Kg, 3.95 mol) in toluene (6.50 L) was heated to reflux overnight. The reaction mixture was cooled to room temperature and DCM (6.5 L) and water (1.30 L) were added and the phases allowed to separate. Sodium triacetoxyborohydride (0.96 Kg, 4.56 mol) was added to the organic layer, followed by propionaldehyde (0.48 L, 6.68 mol) and glacial acetic acid (0.17 L, 3.04 mol) dropwise mainta... Reactants: CC(C)(C)OC(=O)NCC1CCN(CCCCCN)CC1, ClCCl, O=C=Nc1ccccc1. The product is CC(C)(C)OC(=O)NCC1CCN(CCCCCNC(=O)Nc2ccccc2)CC1. Reaction SMILES: [C:1]([CH3:2])([CH3:3])([CH3:4])[O:5][C:6](=[O:7])[NH:8][CH2:9][CH:10]1[CH2:11][CH2:12][N:13]([CH2:16][CH2:17][CH2:18][CH2:19][CH2:20][NH2:21])[CH2:14][CH2:15]1.[CH2:31]([Cl:32])[Cl:33].[O:22]=[C:23]=[N:24][c:25]1[cH:26][cH:27][cH:28][cH:29][cH:30]1>>[C:1]([CH3:2])([CH3:3])([CH3:4])[O:5][C:6](=[O:7])[NH:8][CH2:9][CH:10]1[CH2:11][CH2:12][N:13]([CH2:16][CH2:17][CH2:18][CH2:19][CH2:20][NH:21][C:23](=[O:22])[NH:24][c:25]2[cH:26][cH:27][cH:28][cH:29][cH:30]2)[CH2:14][CH2:15]1. Starting materials: CO, [Cl-], CCOc1cc2ncc(C#N)c(Nc3ccc(F)c(Cl)c3)c2cc1[N+](=O)[O-], Cl, [Fe], [NH4+], O. Product: CCOc1cc2ncc(C#N)c(Nc3ccc(F)c(Cl)c3)c2cc1N. Reaction SMILES: [CH3:31][OH:32].[Cl-:29].[Cl:2][c:3]1[cH:4][c:5]([NH:10][c:11]2[c:12]([C:27]#[N:28])[cH:13][n:14][c:15]3[cH:16][c:17]([O:24][CH2:25][CH3:26])[c:18]([N+:21]([O-:22])=[O:23])[cH:19][c:20]23)[cH:6][cH:7][c:8]1[F:9].[ClH:1].[Fe:34].[NH4+:30].[OH2:33]>>[Cl:2][c:3]1[cH:4][c:5]([NH:10][c:11]2[c:12]([C:27]#[N:28])[cH:13][n:14][c:15]3[cH:16][c:17]([O:24][CH2:25][CH3:26])[c:18]([NH2:21])[cH:19][c:20]23)[cH:6][cH:7][c:8]1[F:9]. Reactants: F[C@@]12[C@]3(C=CC(C=C3CC[C@H]1[C@@H]1C[C@H]([C@](C(C(=O)OC)=O)([C@]1(C[C@@H]2O)C)O)O)=O)C ((11β,16α)-9-fluoro-11,16,17-trihydroxy-3,20-dioxopregna-1,4-dien-21-oic acid, methyl ester), [C-]#N.[Na+] (sodium cyanide), C(C)(C)O (isopropyl alcohol). Yields the product F[C@@]12[C@]3(C=CC(C=C3CC[C@H]1[C@@H]1C[C@H]([C@](C(C(=O)OCCC)=O)([C@]1(C[C@@H]2O)C)O)O)=O)C ((11β,16α)-9-Fluoro-11,16,17-trihydroxy-3,20-dioxopregna-1,4-dien-21-oic acid, 2-methylethyl ester). Reaction SMILES: [F:1][C@:2]12[C@@H:24]([OH:25])[CH2:23][C@@:22]3([CH3:26])[C@@H:12]([CH2:13][C@@H:14]([OH:28])[C@:15]3([OH:27])[C:16](=[O:21])[C:17]([O:19][CH3:20])=[O:18])[C@@H:11]1[CH2:10][CH2:9][C:8]1[C@:3]2([CH3:30])[CH:4]=[CH:5][C:6](=[O:29])[CH:7]=1.[C-]#N.[Na+].[CH:34](O)(C)[CH3:35]>>[F:1][C@:2]12[C@@H:24]([OH:25])[CH2:23][C@@:22]3([CH3:26])[C@@H:12]([CH2:13][C@@H:14]([OH:28])[C@:15]3([OH:27])[C:16](=[O:21])[C:17]([O:19][CH2:20][CH2:34][CH3:35])=[O:18])[C@@H:11]1[CH2:10][CH2:9][C:8]1[C@:3]2([CH3:30])[CH:4]=[CH:5][C:6](=[O:29])[CH:7]=1 |f:1.2|. Procedure: A solution of (11β,16α)-9-fluoro-11,16,17-trihydroxy-3,20-dioxopregna-1,4-dien-21-oic acid, methyl ester (1.0 g) in anhydrous isopropyl alcohol (100 ml) containing sodium cyanide (100 mg) is refluxed for 3.0 hours. The isopropanol is then removed by distillation in vacuo and the residue is washed with water, dried and crystallized to afford the title compound. The reactants are C(C)(=O)N(NC(=O)[C@@H]1N2C(N([C@@H](CC1)C2)OCC2=CC=CC=C2)=O)C ((2R,5S)-N′-acetyl-6-(benzyloxy)-N′-methyl-7-oxo-1,6-diazabicyclo[3.2.1]octane-2-carbohydrazide), [H][H] (hydrogen). Reagents/catalysts: [Pd] (Pd/C). The solvent is CO (methanol). The product is C(C)(=O)N(NC(=O)[C@@H]1N2C(N([C@@H](CC1)C2)O)=O)C ((2R,5S)-N′-acetyl-6-hydroxy-N′-methyl-7-oxo-1,6-diazabicyclo[3.2.1]octane-2-carbohydrazide). Yield: 101.4%. As a reaction SMILES: [C:1]([N:4]([CH3:25])[NH:5][C:6]([C@H:8]1[CH2:14][CH2:13][C@H:12]2[CH2:15][N:9]1[C:10](=[O:24])[N:11]2[O:16]CC1C=CC=CC=1)=[O:7])(=[O:3])[CH3:2].[H][H]>CO.[Pd]>[C:1]([N:4]([CH3:25])[NH:5][C:6]([C@H:8]1[CH2:14][CH2:13][C@H:12]2[CH2:15][N:9]1[C:10](=[O:24])[N:11]2[OH:16])=[O:7])(=[O:3])[CH3:2]. Reported procedure: To a solution of (2R,5S)-N′-acetyl-6-(benzyloxy)-N′-methyl-7-oxo-1,6-diazabicyclo[3.2.1]octane-2-carbohydrazide 213 (0.20 g, 0.57 mml) in methanol (20 mL) was added 5% Pd/C (0.30 g). The mixture was hydrogenated under 10 psi hydrogen atmosphere at room temperature for 1 h. The catalyst was filtered out through Celite, and the filtrate was evaporated to give (2R,5S)-N′-acetyl-6-hydroxy-N′-methyl-7-oxo-1,6-diazabicyclo[3.2.1]octane-2-carbohydrazide 214 (0.15 g, 99%) as a colorless foam.